This data is from the Open Reaction Database (ORD), a public repository of structured organic reaction records. The task is: describe an organic reaction: reactants, conditions, products, and yield The reactants are ice water, CN(C(CN1C=C(C2=CC(=CC=C12)OCC1=CC=CC=C1)C=CC#N)=O)CCC1=CC=CC=C1 (N-methyl-N-phenethyl-2-[5-benzyloxy-3-(2-cyanovinyl)indol-1-yl]acetamide), [Cl-].[NH4+] (ammonium chloride), [N-]=[N+]=[N-].[Na+] (sodium azide), C(C)(=O)OCC (ethyl acetate). Run in CN(C=O)C (dimethyl-formamide). Conditions: temperature 100 celsius. The product is CN(C(CN1C=C(C2=CC(=CC=C12)OCC1=CC=CC=C1)C=CC1=NN=NN1)=O)CCC1=CC=CC=C1 (N-methyl-N-phenethyl-2-[5-benzyloxy-3-(2-tetrazol-5-yl)vinylindol-1-yl]acetamide). Reaction SMILES: [CH3:1][N:2]([CH2:27][CH2:28][C:29]1[CH:34]=[CH:33][CH:32]=[CH:31][CH:30]=1)[C:3](=[O:26])[CH2:4][N:5]1[C:13]2[C:8](=[CH:9][C:10]([O:14][CH2:15][C:16]3[CH:21]=[CH:20][CH:19]=[CH:18][CH:17]=3)=[CH:11][CH:12]=2)[C:7]([CH:22]=[CH:23][C:24]#[N:25])=[CH:6]1.[Cl-].[NH4+].[N-:37]=[N+:38]=[N-:39].[Na+].C(OCC)(=O)C>CN(C)C=O>[CH3:1][N:2]([CH2:27][CH2:28][C:29]1[CH:34]=[CH:33][CH:32]=[CH:31][CH:30]=1)[C:3](=[O:26])[CH2:4][N:5]1[C:13]2[C:8](=[CH:9][C:10]([O:14][CH2:15][C:16]3[CH:21]=[CH:20][CH:19]=[CH:18][CH:17]=3)=[CH:11][CH:12]=2)[C:7]([CH:22]=[CH:23][C:24]2[NH:39][N:38]=[N:37][N:25]=2)=[CH:6]1 |f:1.2,3.4|. Reported procedure: A suspension of 0.94 g (2 mmoles) of N-methyl-N-phenethyl-2-[5-benzyloxy-3-(2-cyanovinyl)indol-1-yl]acetamide, 0.56 g (10.45 mmoles)of ammonium chloride and 0.68 g (10.45 mmoles) of sodium azide in 20 ml of dimethyl-formamide is heated at 100° C. for 18 hours. The mixture is poured into ice water. Addition of ethyl acetate gives a precipitate which is collected and triturated in acetone to give N-methyl-N-phenethyl-2-[5-benzyloxy-3-(2-tetrazol-5-yl)vinylindol-1-yl]acetamide. (m.p. 203°-205° C.) Starting materials: C(C)(C)(C)OC(=O)N1[C@@H](C[C@H](C1)O)CCOC1=C(C=C(C=C1)F)CCC1=CC=CC=C1 ((2R,4R)-1-t-butoxycarbonyl-2-{2-[4-fluoro-2-(2-phenylethyl)-phenoxy]ethyl}-4-hydroxypyrrolidine), [H-].[Al+3].[Li+].[H-].[H-].[H-] (lithium aluminum hydride). Run in O1CCCC1 (tetrahydrofuran). Product: FC1=CC(=C(OCC[C@H]2N(C[C@@H](C2)O)C)C=C1)CCC1=CC=CC=C1 ((2R,4R)-2-{2-[4-Fluoro-2-(2-phenylethyl)phenoxy]ethyl }-4-hydrox-1-methylpyrrolidine). Yield: 60.6%. RXN SMILES: C(O[C:6]([N:8]1[CH2:12][C@H:11]([OH:13])[CH2:10][C@H:9]1[CH2:14][CH2:15][O:16][C:17]1[CH:22]=[CH:21][C:20]([F:23])=[CH:19][C:18]=1[CH2:24][CH2:25][C:26]1[CH:31]=[CH:30][CH:29]=[CH:28][CH:27]=1)=O)(C)(C)C.[H-].[Al+3].[Li+].[H-].[H-].[H-]>O1CCCC1>[F:23][C:20]1[CH:21]=[CH:22][C:17]([O:16][CH2:15][CH2:14][C@@H:9]2[CH2:10][C@@H:11]([OH:13])[CH2:12][N:8]2[CH3:6])=[C:18]([CH2:24][CH2:25][C:26]2[CH:27]=[CH:28][CH:29]=[CH:30][CH:31]=2)[CH:19]=1 |f:1.2.3.4.5.6|. Procedure details: 1115 mg of (2R,4R)-1-t-butoxycarbonyl-2-{2-[4-fluoro-2-(2-phenylethyl)-phenoxy]ethyl}-4-hydroxypyrrolidine [prepared as described in step (a) above], 20 ml of tetrahydrofuran and 200 mg of lithium aluminum hydride were allowed to react together and subsequently treated in the same manner as described in step (b) of Example 1. The concentrated substance thus obtained was purified by silica gel column chromatography, using a 5:1 by volume mixture of methylene chloride and methanol as the eluent, t...